Dataset: the Open Reaction Database (ORD), a public repository of structured organic reaction records. Task: describe an organic reaction: reactants, conditions, products, and yield The reactants are FC1=CC=C(C=C1)C(CCCN1C(CN(CC1)C(C1=CC=CC=C1)(C1=CC=CC=C1)C1=CC=CC=C1)C(=O)N)C1=CC=C(C=C1)F (1-[4,4-bis(4-fluorophenyl)butyl]-4-tritylpiperazine-2-carboxamide), O (water). The solvent is C(C)(=O)O (acetic acid). Conditions: time 90 minute. Product: FC1=CC=C(C=C1)C(CCCN1C(CNCC1)C(=O)N)C1=CC=C(C=C1)F (1-[4,4-Bis(4-fluorophenyl)butyl]-piperazine-2-carboxamide). As a reaction SMILES: [F:1][C:2]1[CH:7]=[CH:6][C:5]([CH:8]([C:40]2[CH:45]=[CH:44][C:43]([F:46])=[CH:42][CH:41]=2)[CH2:9][CH2:10][CH2:11][N:12]2[CH2:17][CH2:16][N:15](C(C3C=CC=CC=3)(C3C=CC=CC=3)C3C=CC=CC=3)[CH2:14][CH:13]2[C:37]([NH2:39])=[O:38])=[CH:4][CH:3]=1.O>C(O)(=O)C>[F:1][C:2]1[CH:7]=[CH:6][C:5]([CH:8]([C:40]2[CH:41]=[CH:42][C:43]([F:46])=[CH:44][CH:45]=2)[CH2:9][CH2:10][CH2:11][N:12]2[CH2:17][CH2:16][NH:15][CH2:14][CH:13]2[C:37]([NH2:39])=[O:38])=[CH:4][CH:3]=1. Procedure details: 33.1 g (53.8 mmol) of 1-[4,4-bis(4-fluorophenyl)butyl]-4-tritylpiperazine-2-carboxamide were dissolved in 180 ml of glacial acetic acid, 180 ml of water were added dropwise in the course of 15 minutes, the mixture was subsequently stirred for 90 minutes, the oily precipitate was decanted, 720 ml of H2O and a Little Celite®, a product from Johns-Mannville Corporation, New York, were added, the mixture was filtered and the filtrate was brought to pH 10 with concentrated NaOH and extracted with met...